describe an organic reaction: reactants, conditions, products, and yield From a dataset of the Open Reaction Database (ORD), a public repository of structured organic reaction records. Yields the product Cc1nsc2nc(C(N=[N+]=[N-])C(C)C)n(Cc3ccccc3)c(=O)c12. Reactants: [Br-], Cc1nsc2nc(C(Br)C(C)C)n(Cc3ccccc3)c(=O)c12, [N-]=[N+]=[N-], [Na+], CN(C)C=O, O. Reaction SMILES: [Br-:28].[CH2:1]([c:2]1[cH:3][cH:4][cH:5][cH:6][cH:7]1)[n:8]1[c:9]([CH:19]([CH:20]([CH3:21])[CH3:22])[Br:23])[n:10][c:11]2[c:12]([c:13]1=[O:14])[c:15]([CH3:18])[n:16][s:17]2.[N-:25]=[N+:26]=[N-:27].[Na+:24].[O:30]=[CH:31][N:32]([CH3:33])[CH3:34].[OH2:29]>>[CH2:1]([c:2]1[cH:3][cH:4][cH:5][cH:6][cH:7]1)[n:8]1[c:9]([CH:19]([CH:20]([CH3:21])[CH3:22])[N:25]=[N+:26]=[N-:27])[n:10][c:11]2[c:12]([c:13]1=[O:14])[c:15]([CH3:18])[n:16][s:17]2. Starting materials: [BH3-]C#N, CCOCC, CO, CC=O, COc1cc2ncnc(Nc3cccc(Cl)c3F)c2cc1CNC1(C(=O)O)CCOCC1, Cl, [Mg+2], [Na+], O=S(=O)([O-])[O-]. Yields the product CCN(Cc1cc2c(Nc3cccc(Cl)c3F)ncnc2cc1OC)C1(C(=O)O)CCOCC1. RXN SMILES: [C:43]([BH3-:44])#[N:45].[CH3:47][CH2:48][O:49][CH2:50][CH3:51].[CH3:52][OH:53].[CH:34]([CH3:35])=[O:36].[Cl:2][c:3]1[c:4]([F:33])[c:5]([NH:9][c:10]2[n:11][cH:12][n:13][c:14]3[cH:15][c:16]([O:31][CH3:32])[c:17]([CH2:20][NH:21][C:22]4([C:28](=[O:29])[OH:30])[CH2:23][CH2:24][O:25][CH2:26][CH2:27]4)[cH:18][c:19]23)[cH:6][cH:7][cH:8]1.[ClH:1].[Mg+2:37].[Na+:46].[O-:38][S:39](=[O:40])(=[O:41])[O-:42]>>[Cl:2][c:3]1[c:4]([F:33])[c:5]([NH:9][c:10]2[n:11][cH:12][n:13][c:14]3[cH:15][c:16]([O:31][CH3:32])[c:17]([CH2:20][N:21]([C:22]4([C:28](=[O:29])[OH:30])[CH2:23][CH2:24][O:25][CH2:26][CH2:27]4)[CH2:34][CH3:35])[cH:18][c:19]23)[cH:6][cH:7][cH:8]1.